This data is from the Open Reaction Database (ORD), a public repository of structured organic reaction records. The task is: describe an organic reaction: reactants, conditions, products, and yield Starting materials: COC(=O)C1(CO)CCc2cc(C(=O)c3ccccc3)c(O)cc21, CO, [Na+], [OH-]. Product: O=C(c1ccccc1)c1cc2c(cc1O)C(CO)(C(=O)O)CC2. As a reaction SMILES: [CH3:1][O:2][C:3](=[O:4])[C:5]1([CH2:23][OH:24])[CH2:6][CH2:7][c:8]2[cH:9][c:10]([C:15]([c:16]3[cH:17][cH:18][cH:19][cH:20][cH:21]3)=[O:22])[c:11]([OH:14])[cH:12][c:13]21.[CH3:27][OH:28].[Na+:26].[OH-:25]>>[O:2]=[C:3]([OH:4])[C:5]1([CH2:23][OH:24])[CH2:6][CH2:7][c:8]2[cH:9][c:10]([C:15]([c:16]3[cH:17][cH:18][cH:19][cH:20][cH:21]3)=[O:22])[c:11]([OH:14])[cH:12][c:13]21. Reactants: Nc1ccc(Br)cc1C(=O)Nc1ccc(Br)cc1, O=S(=O)(Cl)c1ccc(Cl)cc1, ClCCl. The product is O=C(Nc1ccc(Br)cc1)c1cc(Br)ccc1NS(=O)(=O)c1ccc(Cl)cc1. As a reaction SMILES: [Br:1][c:2]1[cH:3][cH:4][c:5]([NH:8][C:9]([c:10]2[c:11]([NH2:17])[cH:12][cH:13][c:14]([Br:16])[cH:15]2)=[O:18])[cH:6][cH:7]1.[Cl:19][c:20]1[cH:21][cH:22][c:23]([S:26](=[O:27])(=[O:28])[Cl:29])[cH:24][cH:25]1.[Cl:30][CH2:31][Cl:32]>>[Br:1][c:2]1[cH:3][cH:4][c:5]([NH:8][C:9]([c:10]2[c:11]([NH:17][S:26]([c:23]3[cH:22][cH:21][c:20]([Cl:19])[cH:25][cH:24]3)(=[O:27])=[O:28])[cH:12][cH:13][c:14]([Br:16])[cH:15]2)=[O:18])[cH:6][cH:7]1.